From a dataset of the Open Reaction Database (ORD), a public repository of structured organic reaction records. describe an organic reaction: reactants, conditions, products, and yield The reactants are ClCCCSC1=CC=CC=2C(C(=C(OC21)C2=CC=CC=C2)C)=O (8-(3-Chloropropylthio)-3-methyl-4-oxo-2-phenyl-4H-1-benzopyran), COC1=C(C=CC=C1)N1CCNCC1 (1-(2-methoxyphenyl)-piperazine), [I-].[K+] (potassium iodide), C([O-])([O-])=O.[K+].[K+] (potassium carbonate). Solvent: CN(C=O)C (dimethylformamide), O (water). Conditions: temperature 100 celsius, time 3 hour. The product is COC1=C(C=CC=C1)N1CCN(CC1)CCCSC1=CC=CC=2C(C(=C(OC21)C2=CC=CC=C2)C)=O (8-{3-[4-(2-Methoxyphenyl)-1-piperazinyl]-propylthio}-3-methyl-4-oxo-2-phenyl-4H-1-benzopyran). Yield: 61.1%. Reaction SMILES: Cl[CH2:2][CH2:3][CH2:4][S:5][C:6]1[C:15]2[O:14][C:13]([C:16]3[CH:21]=[CH:20][CH:19]=[CH:18][CH:17]=3)=[C:12]([CH3:22])[C:11](=[O:23])[C:10]=2[CH:9]=[CH:8][CH:7]=1.[CH3:24][O:25][C:26]1[CH:31]=[CH:30][CH:29]=[CH:28][C:27]=1[N:32]1[CH2:37][CH2:36][NH:35][CH2:34][CH2:33]1.[I-].[K+].C(=O)([O-])[O-].[K+].[K+]>CN(C)C=O.O>[CH3:24][O:25][C:26]1[CH:31]=[CH:30][CH:29]=[CH:28][C:27]=1[N:32]1[CH2:37][CH2:36][N:35]([CH2:2][CH2:3][CH2:4][S:5][C:6]2[C:15]3[O:14][C:13]([C:16]4[CH:21]=[CH:20][CH:19]=[CH:18][CH:17]=4)=[C:12]([CH3:22])[C:11](=[O:23])[C:10]=3[CH:9]=[CH:8][CH:7]=2)[CH2:34][CH2:33]1 |f:2.3,4.5.6|. Reported procedure: A mixture of 4.4 g of Intermediate XXXIV, 2.5 g of 1-(2-methoxyphenyl)-piperazine, 1 g of potassium iodide and 1.8 g of anhydrous potassium carbonate in 40 ml of dimethylformamide was stirred at 100° C. for 3 hours. After cooling to 20°-25° C., the reaction mixture was poured into 350 ml of water and extracted with dichloromethane. The organic extracts were washed with water and dried on anhydrous sodium sulfate, and the solvent was then evaporated off in vacuo. The residue was purified by colum... Starting materials: COC(=O)c1cc2c3c(cc([N+](=O)[O-])c2[nH]1)N(C(=O)OC(C)(C)C)CC3CO, CCN=C=NCCCN(C)C, COc1cc2cc(C(=O)O)[nH]c2c(OC)c1OC, Cl, [Na+], O=C([O-])O, C1COCCO1. Yields the product COC(=O)c1cc2c3c(cc([N+](=O)[O-])c2[nH]1)N(C(=O)c1cc2cc(OC)c(OC)c(OC)c2[nH]1)CC3CO. Reaction SMILES: [C:1]([CH3:3])([CH3:4])([O:5][C:6](=[O:2])[N:8]1[CH2:9][CH:10]([CH2:27][OH:28])[c:11]2[c:12]3[cH:13][c:14]([C:23](=[O:24])[O:25][CH3:26])[nH:15][c:16]3[c:17]([N+:20](=[O:21])[O-:22])[cH:18][c:19]21)[CH3:7].[CH3:29][CH2:30][N:31]=[C:32]=[N:33][CH2:34][CH2:35][CH2:36][N:37]([CH3:38])[CH3:39].[CH3:41][O:42][c:43]1[cH:44][c:45]2[cH:46][c:47]([C:56]([OH:57])=[O:58])[nH:48][c:49]2[c:50]([O:54][CH3:55])[c:51]1[O:52][CH3:53].[ClH:40].[Na+:63].[O-:59][C:60]([OH:61])=[O:62].[O:64]1[CH2:65][CH2:66][O:67][CH2:68][CH2:69]1>>[O:5]=[C:6]([N:8]1[CH2:9][CH:10]([CH2:27][OH:28])[c:11]2[c:12]3[cH:13][c:14]([C:23](=[O:24])[O:25][CH3:26])[nH:15][c:16]3[c:17]([N+:20](=[O:21])[O-:22])[cH:18][c:19]21)[c:47]1[cH:46][c:45]2[cH:44][c:43]([O:42][CH3:41])[c:51]([O:52][CH3:53])[c:50]([O:54][CH3:55])[c:49]2[nH:48]1. Reactants: C(=O)[O-].[NH4+] (ammonium formate), C(C)(C)(C)OC(NCCC1=CC=C(C=C1)[N+](=O)[O-])=O ([2-(4-nitro-phenyl)-ethyl]-carbamicacid tert-butyl ester). The reagents and catalysts are [Pd] (palladium on charcoal). Solvent: O (water), C(C)O (ethanol), O (water). Run at temperature 80 celsius, time 1 hour. The product is C(C)(C)(C)OC(NCCC1=CC=C(C=C1)N)=O ([2-(4-Amino-phenyl)-ethyl]-carbamicacid tert-butyl ester). Isolated yield 81.3%. Reaction SMILES: [C:1]([O:5][C:6](=[O:19])[NH:7][CH2:8][CH2:9][C:10]1[CH:15]=[CH:14][C:13]([N+:16]([O-])=O)=[CH:12][CH:11]=1)([CH3:4])([CH3:3])[CH3:2].C([O-])=O.[NH4+]>C(O)C.[Pd].O>[C:1]([O:5][C:6](=[O:19])[NH:7][CH2:8][CH2:9][C:10]1[CH:15]=[CH:14][C:13]([NH2:16])=[CH:12][CH:11]=1)([CH3:4])([CH3:2])[CH3:3] |f:1.2|. Reported procedure: To a solution of [2-(4-nitro-phenyl)-ethyl]-carbamicacid tert-butyl ester (18.7 g, 70.30 mmol) in ethanol (200 ml) a slurry of 10% palladium on charcoal (2 g) in water (10 ml) was added. At 80° C. ammonium formate (44.3 g, 703 mmol) in water (90 ml) was added slowly. After complete addition the mixture was stirred at 80° C. for 1 h. The mixture was allowed to come to room temperature, filtered and concentrated in vacuo. The residue was diluted with water and extracted twice with dichloromethane.... Starting materials: C(C(C)C)N([C@@H](CCCCNC(CI)=O)C(=O)O)S(=O)(=O)C1=CC=C(C=C1)C (Nα-isobutyl-Nα-(4-methylbenzenesulfonyl)-Nε-iodoacetyl-L-lysine), N(C1=CC=CC=C1)C1=CC=NC=C1 (4-amiinopyridine), CCN(C(C)C)C(C)C (DIEA). Product: CC1=CC=C(C=C1)S(=O)(=O)N(CC(C)C)[C@@H](CCCCNC(=O)CNC2=CC=NC=C2)C(=O)O (Nα-Isobutyl-Nα-(4-methylbenzenesulfonyl)-Nε-[N′α-(4-pyridyl)glycyl]-L-lysine), solid. Yield: 28.0%. As a reaction SMILES: [CH2:1]([N:5]([S:19]([C:22]1[CH:27]=[CH:26][C:25]([CH3:28])=[CH:24][CH:23]=1)(=[O:21])=[O:20])[C@H:6]([C:16]([OH:18])=[O:17])[CH2:7][CH2:8][CH2:9][CH2:10][NH:11][C:12](=[O:15])[CH2:13]I)[CH:2]([CH3:4])[CH3:3].CCN(C(C)C)C(C)C.[NH:38]([C:45]1[CH:50]=[CH:49][N:48]=[CH:47][CH:46]=1)C1C=CC=CC=1>>[CH3:28][C:25]1[CH:26]=[CH:27][C:22]([S:19]([N:5]([C@H:6]([C:16]([OH:18])=[O:17])[CH2:7][CH2:8][CH2:9][CH2:10][NH:11][C:12]([CH2:13][NH:38][C:45]2[CH:50]=[CH:49][N:48]=[CH:47][CH:46]=2)=[O:15])[CH2:1][CH:2]([CH3:4])[CH3:3])(=[O:21])=[O:20])=[CH:23][CH:24]=1. Reported procedure: The title compound was prepared from Nα-isobutyl-Nα-(4-methylbenzenesulfonyl)-Nε-iodoacetyl-L-lysine (150 mg, 0.29 mmol, example 105, step B) by following the indications of general procedure H using DIEA (0.10 mL, 0.57 mmol) and 4-amiinopyridine (76 mg, 0.59 mmol). The crude material was purified by preparative HPLC. The product was isolated as a solid (39 mg, 28% yield).